From a dataset of the Open Reaction Database (ORD), a public repository of structured organic reaction records. describe an organic reaction: reactants, conditions, products, and yield Starting materials: C([O-])([O-])=O.[K+].[K+] (potassium carbonate), Cl.CNOC (N,O-dimethylhydroxylamine hydrochloride), acid chloride, C(C(=O)Cl)(=O)Cl (Oxalyl chloride), C1(CC1)CC(=O)O (cyclopropaneacetic acid), C1(CC1)CC(=O)Cl (cyclopropaneacetyl chloride), CNOC (N,O-dimethylhydroxylamine). Run in O (water), ClCCl (dichloromethane). Run at temperature 0 celsius, time 42 hour. Yields the product CON(C(CC1CC1)=O)C (N-methoxy-N-methylcyclopropaneacetamide). Reaction SMILES: C(Cl)(=O)C(Cl)=O.[CH:7]1([CH2:10][C:11]([OH:13])=O)[CH2:9][CH2:8]1.C1(CC(Cl)=O)CC1.[CH3:21][NH:22][O:23][CH3:24].C(=O)([O-])[O-].[K+].[K+].Cl.CNOC>ClCCl.O>[CH3:24][O:23][N:22]([CH3:21])[C:11](=[O:13])[CH2:10][CH:7]1[CH2:9][CH2:8]1 |f:4.5.6,7.8|. Procedure: Oxalyl chloride (9.6 ml) was added dropwise at 0° C. under nitrogen to a stirred solution of cyclopropaneacetic acid (10 g) in dichloromethane (250 ml), then the mixture was stirred at 0° C. for 1 hour and at ambient temperature for 42 hours. The resulting solution of cyclopropaneacetyl chloride was added dropwise at 0-5° C. to a stirred aqueous solution of N,O-dimethylhydroxylamine prepared by addition of potassium carbonate (24.8 g) in portions at 0-5° C. over 30 minutes to a stirred solution ... Reactants: C1C2N(C(=N1)C1CN(CCC1)C(=O)OC(C)(C)C)CCC2 (tert-butyl 3-(5,6,7,7a-tetrahydro-1H-pyrrolo[1,2-c]imidazol-3-yl)piperidine-1-carboxylate), BaMnO4, BaMnO4. The solvent is C1(=CC=CC=C1)C (toluene), C1(=CC=CC=C1)C (toluene). Reaction conditions: temperature 115 celsius. The product is C1=C2N(C(=N1)C1CN(CCC1)C(=O)OC(C)(C)C)CCC2 (tert-butyl 3-(6,7-dihydro-5H-pyrrolo[1,2-c]imidazol-3-yl)piperidine-1-carboxylate). The yield is 14.3%. Reaction SMILES: [CH2:1]1[N:5]=[C:4]([CH:6]2[CH2:11][CH2:10][CH2:9][N:8]([C:12]([O:14][C:15]([CH3:18])([CH3:17])[CH3:16])=[O:13])[CH2:7]2)[N:3]2[CH2:19][CH2:20][CH2:21][CH:2]12>C1(C)C=CC=CC=1>[CH:1]1[N:5]=[C:4]([CH:6]2[CH2:11][CH2:10][CH2:9][N:8]([C:12]([O:14][C:15]([CH3:18])([CH3:16])[CH3:17])=[O:13])[CH2:7]2)[N:3]2[CH2:19][CH2:20][CH2:21][C:2]=12. Reported procedure: To a solution of tert-butyl 3-(5,6,7,7a-tetrahydro-1H-pyrrolo[1,2-c]imidazol-3-yl)piperidine-1-carboxylate (175 mg, 0.6 mmol) in toluene (5 mL) was added BaMnO4 (2.1 g, 18 mmol) and the reaction was heated at 115° C. for 42 h. The reaction was cooled to room temperature and BaMnO4 (2 g) was added followed by toluene (2 mL). The reaction mixture was heated to 115° C. for 3 days. The mixture was cooled to room temperature and filtered through Celite followed by rinsing with dichloromethane. The fi... The reactants are BrBr (bromine), BrBr (bromine), CC1=CC=C(C=C1)C1=C(C=CC=C1)C(C)=O (4'-methyl-2-acetyl-1,1'-biphenyl), BrBr (bromine), BrBr.C(C)(=O)O (bromine acetic acid). Solvent: CCCCCC (hexane), C(C)(=O)O (acetic acid), C(C)(=O)O (acetic acid). Reaction conditions: temperature 30 celsius. Product: CC1=CC=C(C=C1)C1=C(C=CC=C1)C(CBr)=O (4'-Methyl-2-(bromoacetyl)-1,1'-biphenyl). Isolated yield 943.7%. RXN SMILES: [CH3:1][C:2]1[CH:7]=[CH:6][C:5]([C:8]2[CH:13]=[CH:12][CH:11]=[CH:10][C:9]=2[C:14](=[O:16])[CH3:15])=[CH:4][CH:3]=1.[Br:17]Br.BrBr.C(O)(=O)C>C(O)(=O)C.CCCCCC>[CH3:1][C:2]1[CH:3]=[CH:4][C:5]([C:8]2[CH:13]=[CH:12][CH:11]=[CH:10][C:9]=2[C:14](=[O:16])[CH2:15][Br:17])=[CH:6][CH:7]=1 |f:2.3|. Reported procedure: A solution of 4'-methyl-2-acetyl-1,1'-biphenyl (2.06 g, 9.79 mmol) in 10 mL of glacial acetic acid was treated dropwise with a solution of bromine (1.722 g, 1.07 mmol) dissolved in 3.0 mL of glacial acetic acid. After initiating the reaction with the first few drops of the bromine/acetic acid reagent by heating the reaction mixture at 30° C., the remainder of the bromine solution was added dropwise at 25°-30° C. The reaction mixture was stirred at room temperature until the consumption of bromin... Reactants: CNC, CS(=O)(=O)OCc1cc(-c2ccc3c(c2)CCO3)nn(CC2CC2)c1=O, O. Product: CN(C)Cc1cc(-c2ccc3c(c2)CCO3)nn(CC2CC2)c1=O. RXN SMILES: [CH3:27][NH:28][CH3:29].[CH:1]1([CH2:4][n:5]2[n:6][c:7](-[c:18]3[cH:19][cH:20][c:21]4[c:22]([cH:26]3)[CH2:23][CH2:24][O:25]4)[cH:8][c:9]([CH2:12][O:13][S:14]([CH3:15])(=[O:16])=[O:17])[c:10]2=[O:11])[CH2:2][CH2:3]1.[OH2:30]>>[CH:1]1([CH2:4][n:5]2[n:6][c:7](-[c:18]3[cH:19][cH:20][c:21]4[c:22]([cH:26]3)[CH2:23][CH2:24][O:25]4)[cH:8][c:9]([CH2:12][N:28]([CH3:27])[CH3:29])[c:10]2=[O:11])[CH2:2][CH2:3]1. Reactants: CC(Br)c1ccnc2ncnn12, CCSc1ccc(O)cc1, COCCOC, [H-], [Na+]. The product is CCSc1ccc(OC(C)c2ccnc3ncnn23)cc1. RXN SMILES: [Br:13][CH:14]([CH3:15])[c:16]1[cH:17][cH:18][n:19][c:20]2[n:21]1[n:22][cH:23][n:24]2.[CH2:1]([CH3:2])[S:3][c:4]1[cH:5][cH:6][c:7]([OH:10])[cH:8][cH:9]1.[CH3:25][O:26][CH2:27][CH2:28][O:29][CH3:30].[H-:11].[Na+:12]>>[CH2:1]([CH3:2])[S:3][c:4]1[cH:5][cH:6][c:7]([O:10][CH:14]([CH3:15])[c:16]2[cH:17][cH:18][n:19][c:20]3[n:21]2[n:22][cH:23][n:24]3)[cH:8][cH:9]1.